Dataset: the Open Reaction Database (ORD), a public repository of structured organic reaction records. Task: describe an organic reaction: reactants, conditions, products, and yield The reactants are FC(C=1C=C(C=C(C1)C(F)(F)F)[C@@H]1[C@@H](N(C(O1)=O)CC1=C(C#N)C=CC(=C1)C(F)(F)F)C)(F)F (2-({(4S,5R)-5-[3,5-bis(trifluoromethyl)phenyl]-4-methyl-2-oxo-1,3-oxazolidin-3-yl}methyl)-4-(trifluoromethyl)benzonitrile), C(=O)O (formic acid). The reagents and catalysts are O=[Pt]=O (PtO2), O=[Pt]=O (PtO2), O=[Pt]=O (PtO2). Reaction conditions: temperature 60 celsius, time 2 hour. The product is FC(C=1C=C(C=C(C1)C(F)(F)F)[C@@H]1[C@@H](N(C(O1)=O)CC1=C(C=O)C=CC(=C1)C(F)(F)F)C)(F)F (2-({(4S,5R)-5-[3,5-bis(trifluoromethyl)phenyl]-4-methyl-2-oxo-1,3-oxazolidin-3-yl}methyl)-4-(trifluoromethyl)benzaldehyde). RXN SMILES: [F:1][C:2]([F:34])([F:33])[C:3]1[CH:4]=[C:5]([C@H:13]2[O:17][C:16](=[O:18])[N:15]([CH2:19][C:20]3[CH:27]=[C:26]([C:28]([F:31])([F:30])[F:29])[CH:25]=[CH:24][C:21]=3[C:22]#N)[C@H:14]2[CH3:32])[CH:6]=[C:7]([C:9]([F:12])([F:11])[F:10])[CH:8]=1.C(O)=[O:36]>O=[Pt]=O>[F:1][C:2]([F:34])([F:33])[C:3]1[CH:4]=[C:5]([C@H:13]2[O:17][C:16](=[O:18])[N:15]([CH2:19][C:20]3[CH:27]=[C:26]([C:28]([F:29])([F:30])[F:31])[CH:25]=[CH:24][C:21]=3[CH:22]=[O:36])[C@H:14]2[CH3:32])[CH:6]=[C:7]([C:9]([F:10])([F:11])[F:12])[CH:8]=1. Procedure: To a solution of 2-({(4S,5R)-5-[3,5-bis(trifluoromethyl)phenyl]-4-methyl-2-oxo-1,3-oxazolidin-3-yl}methyl)-4-(trifluoromethyl)benzonitrile (242.1 mg, 0.488 mmol) in 88% aqueous formic acid (5.86 mL) was added PtO2 (57 mg, 0.251 mmol). The reaction was heated to 60° C. After 2 hours, additional PtO2 (57 mg, 0.251 mmol) was added. After 2 more hours, a third portion of PtO2 (57 mg, 0.251 mmol) was added. Heating of the reaction at 60° C. was continued for 18 more hours, and then the reaction was c... Starting materials: [N+](=O)([O-])C1=C(C(=O)N=C=O)C=CC=C1 (2-nitrobenzoylisocyanate), CO (methanol), BrC=1C=NC(=NC1)OC1=C(C=C(N)C=C1)Cl (4-(5-bromo-2-pyrimidinyloxy)-3-chloroaniline), O (water). Solvent: O1CCOCC1 (dioxane), O1CCOCC1 (dioxane). Yields the product [N+](=O)([O-])C1=C(C(=O)NC(=O)NC2=CC(=C(C=C2)OC2=NC=C(C=N2)Br)Cl)C=CC=C1 (N-(2-nitrobenzoyl)-N'-[4-(5-bromo-2-pyrimidinyloxy)-3-chlorophenyl]urea). The yield is 84.5%. Reaction SMILES: [Br:1][C:2]1[CH:3]=[N:4][C:5]([O:8][C:9]2[CH:15]=[CH:14][C:12]([NH2:13])=[CH:11][C:10]=2[Cl:16])=[N:6][CH:7]=1.[N+:17]([C:20]1[CH:30]=[CH:29][CH:28]=[CH:27][C:21]=1[C:22]([N:24]=[C:25]=[O:26])=[O:23])([O-:19])=[O:18].O.CO>O1CCOCC1>[N+:17]([C:20]1[CH:30]=[CH:29][CH:28]=[CH:27][C:21]=1[C:22]([NH:24][C:25]([NH:13][C:12]1[CH:14]=[CH:15][C:9]([O:8][C:5]2[N:4]=[CH:3][C:2]([Br:1])=[CH:7][N:6]=2)=[C:10]([Cl:16])[CH:11]=1)=[O:26])=[O:23])([O-:19])=[O:18]. Procedure details: Into a flask, a solution obtained by dissolving 6.80 g of the above 4-(5-bromo-2-pyrimidinyloxy)-3-chloroaniline in 30 ml of dioxane, was introduced, and a solution obtained by dissolving 5.76 g of 2-nitrobenzoylisocyanate in 30 ml of dioxane, was dropwise added thereto, and then the mixture was reacted at room temperature for 9 hours. After the completion of the reaction, the product was poured into water, subjected to filtration and washed with hot water. The crystals thereby obtained were put... Starting materials: Clc1cc(Br)ccc1CBr, C1CCOC1, CC(C)[N-]C(C)C, O=C1CCCN1C1CCC(F)CC1, [Li+]. The product is O=C1C(Cc2ccc(Br)cc2Cl)CCN1C1CCC(F)CC1. RXN SMILES: [Br:22][c:23]1[cH:24][c:25]([Cl:31])[c:26]([CH2:29][Br:30])[cH:27][cH:28]1.[CH2:32]1[O:33][CH2:34][CH2:35][CH2:36]1.[CH3:15][CH:16]([N-:17][CH:18]([CH3:19])[CH3:20])[CH3:21].[F:1][CH:2]1[CH2:3][CH2:4][CH:5]([N:8]2[C:9](=[O:13])[CH2:10][CH2:11][CH2:12]2)[CH2:6][CH2:7]1.[Li+:14]>>[F:1][CH:2]1[CH2:3][CH2:4][CH:5]([N:8]2[C:9](=[O:13])[CH:10]([CH2:29][c:26]3[c:25]([Cl:31])[cH:24][c:23]([Br:22])[cH:28][cH:27]3)[CH2:11][CH2:12]2)[CH2:6][CH2:7]1. The reactants are BrCCCCCCCCN1N=NC(=C1C1=CC=CC=C1)C1=CC=CC=C1 (1-(8-Bromooctyl)-4,5-diphenyltriazole), [C-]#N.[Na+] (sodium cyanide). Yields the product C(#N)CCCCCCCCN1N=NC(=C1C1=CC=CC=C1)C1=CC=CC=C1 (1-(8-cyanooctyl)-4,5-diphenyltriazole). Yield: 74.4%. Reaction SMILES: Br[CH2:2][CH2:3][CH2:4][CH2:5][CH2:6][CH2:7][CH2:8][CH2:9][N:10]1[C:14]([C:15]2[CH:20]=[CH:19][CH:18]=[CH:17][CH:16]=2)=[C:13]([C:21]2[CH:26]=[CH:25][CH:24]=[CH:23][CH:22]=2)[N:12]=[N:11]1.[C-:27]#[N:28].[Na+]>>[C:27]([CH2:2][CH2:3][CH2:4][CH2:5][CH2:6][CH2:7][CH2:8][CH2:9][N:10]1[C:14]([C:15]2[CH:20]=[CH:19][CH:18]=[CH:17][CH:16]=2)=[C:13]([C:21]2[CH:26]=[CH:25][CH:24]=[CH:23][CH:22]=2)[N:12]=[N:11]1)#[N:28] |f:1.2|. Procedure: 1-(8-Bromooctyl)-4,5-diphenyltriazole (ex. example 60a) (1.8 g) was reacted with sodium cyanide in a method similar to Example 60b). Work-up and recrystallisation from dichloromethane and hexane gave 1-(8-cyanooctyl)-4,5-diphenyltriazole (1.16 g, 74.4%) as a white solid, m.p. 77°-8° C. Found: C, 77.03; H, 7.25; N, 15.35%; C23H26N4 requires: C, 77.06; H, 7.31; N, 15.63%. Starting materials: Cl.[N+](=O)([O-])C1=CC2=C(N(CCNC2)C)C=C1 (7-Nitro-1-methyl-3,4-dihydro-1H-benzo[e][1,4]diazapine hydrochloride). Run in CO (methanol), Pd-. The product is Cl.NC=1C=CC2=C(CNCCN2C)C1 (7-Amino-1-methyl-2,3,4,5-tetrahydro-1H-1,4-benzodiazapine hydrochloride). Reaction SMILES: [ClH:1].[N+:2]([C:5]1[CH:16]=[CH:15][C:8]2[N:9]([CH3:14])[CH2:10][CH2:11][NH:12][CH2:13][C:7]=2[CH:6]=1)([O-])=O>CO>[ClH:1].[NH2:2][C:5]1[CH:16]=[CH:15][C:8]2[N:9]([CH3:14])[CH2:10][CH2:11][NH:12][CH2:13][C:7]=2[CH:6]=1 |f:0.1,3.4|. Procedure: 7-Nitro-1-methyl-3,4-dihydro-1H-benzo[e][1,4]diazapine hydrochloride (3.2 g, 13.1 mmol) was dissolved in methanol (100 ml) and hydrogenated at 50 psi in the presence of a catalytic quantity of 10% Pd--C. After 1 h the mixture was filtered through glass and evaporated to an oil which was used immediately in the next reaction. Starting materials: Cl (HCl), [OH-].[Na+] (Sodium hydroxide), C(C)OC(C1=CC=C(C=C1)OC1=NC=C(C=C1)C1=CC(=CC(=C1)NC1=NC=CC(=N1)C(F)(F)F)C)=O (ethyl-4-{[5-(3-methyl-5-{[4-(trifluoromethyl)pyrimidin-2-yl]amino}phenyl)pyridin-2-yl]oxy}benzoate), C1CCOC1 (THF). The solvent is CO (methanol). Conditions: temperature 60 celsius, time 16 hour. Yields the product CC=1C=C(C=C(C1)NC1=NC=CC(=N1)C(F)(F)F)C=1C=CC(=NC1)OC1=CC=C(C(=O)O)C=C1 (4-{[5-(3-methyl-5-{[4-(trifluoromethyl)pyrimidin-2-yl]amino}phenyl)pyridin-2-yl]oxy}benzoic acid). The yield is 34.6%. Reaction SMILES: [OH-].[Na+].C([O:5][C:6](=[O:38])[C:7]1[CH:12]=[CH:11][C:10]([O:13][C:14]2[CH:19]=[CH:18][C:17]([C:20]3[CH:25]=[C:24]([NH:26][C:27]4[N:32]=[C:31]([C:33]([F:36])([F:35])[F:34])[CH:30]=[CH:29][N:28]=4)[CH:23]=[C:22]([CH3:37])[CH:21]=3)=[CH:16][N:15]=2)=[CH:9][CH:8]=1)C.C1COCC1.Cl>CO>[CH3:37][C:22]1[CH:21]=[C:20]([C:17]2[CH:18]=[CH:19][C:14]([O:13][C:10]3[CH:11]=[CH:12][C:7]([C:6]([OH:38])=[O:5])=[CH:8][CH:9]=3)=[N:15][CH:16]=2)[CH:25]=[C:24]([NH:26][C:27]2[N:32]=[C:31]([C:33]([F:36])([F:34])[F:35])[CH:30]=[CH:29][N:28]=2)[CH:23]=1 |f:0.1|. Procedure details: Sodium hydroxide (1 M in water, 1.41 mL, 1.41 mmol) was added to a solution of ethyl-4-{[5-(3-methyl-5-{[4-(trifluoromethyl)pyrimidin-2-yl]amino}phenyl)pyridin-2-yl]oxy}benzoate (349 mg, 0.706 mmol) in methanol (3.53 mL) and stirred at 60° C. for 16 hours. THF (5 mL) was added to the reaction mixture and heated at 60° C. for 6 hours. The reaction was cooled to room temperature and acidified with aqueous 1N HCl. The aqueous layer was extracted with 3:1 CHCl3:isopropanol (3×). The combined organic... Reactants: C(#N)C=1C=CC=C2CN(C(C12)=O)C1CN(CC1)C(=O)OC(C)(C)C (tert-butyl 3-(7-cyano-1-oxo-1,3-dihydroisoindol-2-yl)pyrrolidine-1-carboxylate), Br (hydrobromic acid), C(C)(=O)O (acetic acid), C(C)(=O)O (acetic acid). Conditions: time 2 hour. The product is O=C1N(CC=2C=CC=C(C12)C(=O)N)C1CNCC1 (3-oxo-2-pyrrolidin-3-yl-2,3-dihydro-1H-isoindole-4-carboxamide). Reaction SMILES: [C:1]([C:3]1[CH:4]=[CH:5][CH:6]=[C:7]2[C:11]=1[C:10](=[O:12])[N:9]([CH:13]1[CH2:17][CH2:16][N:15](C(OC(C)(C)C)=O)[CH2:14]1)[CH2:8]2)#[N:2].Br.C(O)(=[O:28])C>>[O:12]=[C:10]1[C:11]2[C:3]([C:1]([NH2:2])=[O:28])=[CH:4][CH:5]=[CH:6][C:7]=2[CH2:8][N:9]1[CH:13]1[CH2:17][CH2:16][NH:15][CH2:14]1. Reported procedure: To a solution of EXAMPLE 13A (238 mg) in glacial acetic acid (2 mL) was added 33% hydrobromic acid in acetic acid (3 mL), and the mixture was stirred at ambient temperature for 2 hours and concentrated. The concentrate was purified by HPLC (Zorbax C-8, 0.1% trifluoroacetic acid/acetonitrile/water) and treated as described in EXAMPLE 7, Step B. 1H NMR (CD3OD) δ 2.34-2.44 (m, 1H), 2.45-2.56 (m, 1H), 3.37-3.47 (m, 1H), 3.57-3.66 (m, 1H), 3.67-3.78 (m, 2H), 4.66 (d, J=3.4 Hz, 2H), 4.71-4.78 (m, 1H),... Starting materials: CCCCCN, COC(=O)c1ccc(Cc2c(C)nc(N)nc2Cl)c(F)c1, C1COCCO1. The product is CCCCCNc1nc(N)nc(C)c1Cc1ccc(C(=O)OC)cc1F. Reaction SMILES: [CH2:1]([CH2:2][CH2:3][CH2:4][CH3:5])[NH2:6].[NH2:7][c:8]1[n:9][c:10]([CH3:27])[c:11]([CH2:15][c:16]2[c:17]([F:26])[cH:18][c:19]([C:20](=[O:21])[O:22][CH3:23])[cH:24][cH:25]2)[c:12]([Cl:14])[n:13]1.[O:28]1[CH2:29][CH2:30][O:31][CH2:32][CH2:33]1>>[CH2:1]([CH2:2][CH2:3][CH2:4][CH3:5])[NH:6][c:12]1[c:11]([CH2:15][c:16]2[c:17]([F:26])[cH:18][c:19]([C:20](=[O:21])[O:22][CH3:23])[cH:24][cH:25]2)[c:10]([CH3:27])[n:9][c:8]([NH2:7])[n:13]1. Reactants: C(C)(C)(C)C1=CC(=NO1)NC(=O)NC1=CC(=CC=C1)O (1-(5-tert-butylisoxazol-3-yl)-3-(3-hydroxyphenyl)urea), ClC1=NC=NC2=CC(=C(C=C12)OCCOC)OCCOC (4-chloro-6,7-bis(2-methoxyethoxy)quinazoline), C(=O)([O-])[O-].[Cs+].[Cs+] (Cs2CO3). The solvent is C(C)(C)O (isopropanol). Run at temperature 70 celsius. The product is COCCOC=1C=C2C(=NC=NC2=CC1OCCOC)OC=1C=C(C=CC1)NC(=O)NC1=NOC(=C1)C(C)(C)C (1-{3-[6,7-bis(2-methoxyethoxy)quinazolin-4-yloxy]phenyl}-3-(5-tert-butylisoxazol-3-yl)urea). Reaction SMILES: [C:1]([C:5]1[O:9][N:8]=[C:7]([NH:10][C:11]([NH:13][C:14]2[CH:19]=[CH:18][CH:17]=[C:16]([OH:20])[CH:15]=2)=[O:12])[CH:6]=1)([CH3:4])([CH3:3])[CH3:2].Cl[C:22]1[C:31]2[C:26](=[CH:27][C:28]([O:37][CH2:38][CH2:39][O:40][CH3:41])=[C:29]([O:32][CH2:33][CH2:34][O:35][CH3:36])[CH:30]=2)[N:25]=[CH:24][N:23]=1.C([O-])([O-])=O.[Cs+].[Cs+]>C(O)(C)C>[CH3:36][O:35][CH2:34][CH2:33][O:32][C:29]1[CH:30]=[C:31]2[C:26](=[CH:27][C:28]=1[O:37][CH2:38][CH2:39][O:40][CH3:41])[N:25]=[CH:24][N:23]=[C:22]2[O:20][C:16]1[CH:15]=[C:14]([NH:13][C:11]([NH:10][C:7]2[CH:6]=[C:5]([C:1]([CH3:4])([CH3:2])[CH3:3])[O:9][N:8]=2)=[O:12])[CH:19]=[CH:18][CH:17]=1 |f:2.3.4|. Procedure: According to the procedure described in Example 13B Step 1, a mixture of 1-(5-tert-butylisoxazol-3-yl)-3-(3-hydroxyphenyl)urea from Example 1A (0.688 g, 2.5 mmol), 4-chloro-6,7-bis(2-methoxyethoxy)quinazoline from the previous step (0.782 g, 2.5 mmol), and Cs2CO3 (0.977 g, 3 mmol) in isopropanol (15 mL) was heated at 70° C. for 7 hours, to afford 1-{3-[6,7-bis(2-methoxyethoxy)quinazolin-4-yloxy]phenyl}-3-(5-tert-butylisoxazol-3-yl)urea as solid. 1H NMR (300 MHz, DMSO-d6) δ 9.57 (s, 1H), 8.98 (s,... Starting materials: [OH-].[K+] (potassium hydroxide), C(=O)C1=CC=CC=2C(C(=COC21)C2=CC=CC=C2)=O (8-formyl-4-oxo-3-phenyl-4H-1-benzopyran). Reagents/catalysts: [N+](=O)([O-])[O-].[Ag+] (silver nitrate). The solvent is O (water), C(C)O (ethanol), CN(C=O)C (N,N-dimethylformamide), O (water). The product is C(=O)(O)C1=CC=CC=2C(C(=COC21)C2=CC=CC=C2)=O (8-Carboxy-4-oxo-3-phenyl-4H-1-benzopyran). As a reaction SMILES: [CH:1]([C:3]1[C:12]2[O:11][CH:10]=[C:9]([C:13]3[CH:18]=[CH:17][CH:16]=[CH:15][CH:14]=3)[C:8](=[O:19])[C:7]=2[CH:6]=[CH:5][CH:4]=1)=[O:2].[OH-:20].[K+]>O.C(O)C.CN(C)C=O.[N+]([O-])([O-])=O.[Ag+]>[C:1]([C:3]1[C:12]2[O:11][CH:10]=[C:9]([C:13]3[CH:14]=[CH:15][CH:16]=[CH:17][CH:18]=3)[C:8](=[O:19])[C:7]=2[CH:6]=[CH:5][CH:4]=1)([OH:20])=[O:2] |f:1.2,6.7|. Procedure details: A solution of 38.22 g of silver nitrate in 75 ml of water was added dropwise, under stirring, at 20°-25° C., to a solution of 22.5 g of 8-formyl-4-oxo-3-phenyl-4H-1-benzopyran (prepared as described by G. Atassi et al., Eur. J. Med. Chem. - Chim. Ter. 20, 393 (1985)) in 150 ml of 85% ethanol and 450 ml of N,N-dimethylformamide. Then, a solution of 32.67 g of 85% potassium hydroxide in 195 ml of water was added dropwise under stirring at 15°-20° C. After additional stirring at room temperature, t...